This data is from the Open Reaction Database (ORD), a public repository of structured organic reaction records. The task is: describe an organic reaction: reactants, conditions, products, and yield Starting materials: CC(C)(C)NCC(C(Cl)(Cl)Cl)O (3-(1,1-dimethylethylamino)-1,1,1-trichloro-2-propanol), C(C)(=O)OC(C)=O (acetic anhydride). The solvent is ClCCl (dichloromethane). Yields the product CC(C)(C)N(C(C)=O)CC(C(Cl)(Cl)Cl)O (N-(1,1-dimethylethyl)-N-(3,3,3-trichloro-2-hydroxypropyl)acetamide). Reaction SMILES: [CH3:1][C:2]([NH:5][CH2:6][CH:7]([OH:12])[C:8]([Cl:11])([Cl:10])[Cl:9])([CH3:4])[CH3:3].[C:13](OC(=O)C)(=[O:15])[CH3:14]>ClCCl>[CH3:4][C:2]([N:5]([CH2:6][CH:7]([OH:12])[C:8]([Cl:11])([Cl:10])[Cl:9])[C:13](=[O:15])[CH3:14])([CH3:1])[CH3:3]. Reported procedure: The reaction of 3-(1,1-dimethylethylamino)-1,1,1-trichloro-2-propanol with acetic anhydride takes place at about -70° to +70° C. in a solvent such as dichloromethane to produce the N-(1,1-dimethylethyl)-N-(3,3,3-trichloro-2-hydroxypropyl)acetamide of this invention. Starting materials: C(C)(C)(C)OC(=O)N[C@@H](CC1=CC=C(C=C1)O)C(=O)NCC(=O)NCC(=O)N[C@@H](CC1=CNC2=CC=CC=C12)C(=O)N[C@@H](CCSC)C(=O)O (N-t-butoxycarbonyl-L-tyrosylglycylglycyl-L-tryptophyl-L-methionine), Cl (hydrochloric acid). The solvent is O1CCOCC1 (dioxane). Product: Cl.N[C@@H](CC1=CC=C(C=C1)O)C(=O)NCC(=O)NCC(=O)N[C@@H](CC1=CNC2=CC=CC=C12)C(=O)N[C@@H](CCSC)C(=O)O (L-tyrosylglycylglycyl-L-tryptophyl-L-methionine hydrochloride). Reaction SMILES: C(OC([NH:8][C@H:9]([C:18]([NH:20][CH2:21][C:22]([NH:24][CH2:25][C:26]([NH:28][C@H:29]([C:40]([NH:42][C@H:43]([C:48]([OH:50])=[O:49])[CH2:44][CH2:45][S:46][CH3:47])=[O:41])[CH2:30][C:31]1[C:39]2[C:34](=[CH:35][CH:36]=[CH:37][CH:38]=2)[NH:33][CH:32]=1)=[O:27])=[O:23])=[O:19])[CH2:10][C:11]1[CH:16]=[CH:15][C:14]([OH:17])=[CH:13][CH:12]=1)=O)(C)(C)C.[ClH:51]>O1CCOCC1>[ClH:51].[NH2:8][C@H:9]([C:18]([NH:20][CH2:21][C:22]([NH:24][CH2:25][C:26]([NH:28][C@H:29]([C:40]([NH:42][C@H:43]([C:48]([OH:50])=[O:49])[CH2:44][CH2:45][S:46][CH3:47])=[O:41])[CH2:30][C:31]1[C:39]2[C:34](=[CH:35][CH:36]=[CH:37][CH:38]=2)[NH:33][CH:32]=1)=[O:27])=[O:23])=[O:19])[CH2:10][C:11]1[CH:16]=[CH:15][C:14]([OH:17])=[CH:13][CH:12]=1 |f:3.4|. Procedure: The N-t-butoxycarbonyl-L-tyrosylglycylglycyl-L-tryptophyl-L-methionine is dissolved in 100 parts dioxane and stirred with a ten-fold excess of 2 N hydrochloric acid at room temperature for 15 minutes. The solvent is then removed under reduced pressure and the residue is triturated with ethyl ether. The resulting solid is precipitated from the mixture of methanol and ether to afford L-tyrosylglycylglycyl-L-tryptophyl-L-methionine hydrochloride. This compound is represented by the following formul... Reactants: C1(=CC=CC=C1)CC1CCCCC12S(CCNC(C2)=O)(=O)=O (1-phenylmethyl-11-oxo-7-thia-10-azaspiro[5.6]dodecane 7,7-dioxide), BrCCCCBr (1,4-dibromobutane), [H-].[Na+] (sodium hydride). Run in C(C)(=O)OCC (ethyl acetate), CS(=O)C (dimethylsulfoxide). Reaction conditions: temperature 60 celsius, time 1 hour. Product: C1(=CC=CC=C1)CC1CCCCC12S(CCN(C(C2)=O)CCCCBr)(=O)=O (1-phenylmethyl-10-(4-bromobutyl)-11-oxo-7-thia-10-azaspiro[5.6]dodecane 7,7-dioxide). As a reaction SMILES: [H-].[Na+].[C:3]1([CH2:9][CH:10]2[C:15]3([CH2:21][C:20](=[O:22])[NH:19][CH2:18][CH2:17][S:16]3(=[O:24])=[O:23])[CH2:14][CH2:13][CH2:12][CH2:11]2)[CH:8]=[CH:7][CH:6]=[CH:5][CH:4]=1.[Br:25][CH2:26][CH2:27][CH2:28][CH2:29]Br>CS(C)=O.C(OCC)(=O)C>[C:3]1([CH2:9][CH:10]2[C:15]3([CH2:21][C:20](=[O:22])[N:19]([CH2:29][CH2:28][CH2:27][CH2:26][Br:25])[CH2:18][CH2:17][S:16]3(=[O:23])=[O:24])[CH2:14][CH2:13][CH2:12][CH2:11]2)[CH:8]=[CH:7][CH:6]=[CH:5][CH:4]=1 |f:0.1|. Reported procedure: A suspension of sodium hydride (30 mg) in dimethylsulfoxide (5 ml) was heated at 60° C. under nitrogen atmosphere. After one hour, 1-phenylmethyl-11-oxo-7-thia-10-azaspiro[5.6]dodecane 7,7-dioxide (0.32 g) and 1,4-dibromobutane (5 ml) were added to the mixture at room temperature. After two hours, the mixture was diluted with ethyl acetate (30 ml) and washed with water (30 ml) and brine (30 ml). The organic layer was dried over magnesium sulfate and concentrated in vacuo. The residue was purifie... Reactants: FC1=C(C(=CC=C1)F)N1N=C(C=2C(NC=CC21)=O)C2=CC=C(C=C2)N2CCOCC2 (1-(2,6-difluorophenyl)-3-(4-(morpholin-4-yl)phenyl)-1,5-dihydro-4H-pyrazolo[4,3-c]pyridin-4-one), C(C)OC(C)=O.Cl (hydrogen chloride ethyl acetate). The solvent is C(C)O (ethanol). Run at time 30 minute. Product: Cl.FC1=C(C(=CC=C1)F)N1N=C(C=2C(NC=CC21)=O)C2=CC=C(C=C2)N2CCOCC2 (1-(2,6-difluorophenyl)-3-(4-(morpholin-4-yl)phenyl)-1,5-dihydro-4H-pyrazolo[4,3-c]pyridin-4-one hydrochloride). RXN SMILES: [F:1][C:2]1[CH:7]=[CH:6][CH:5]=[C:4]([F:8])[C:3]=1[N:9]1[C:17]2[CH:16]=[CH:15][NH:14][C:13](=[O:18])[C:12]=2[C:11]([C:19]2[CH:24]=[CH:23][C:22]([N:25]3[CH2:30][CH2:29][O:28][CH2:27][CH2:26]3)=[CH:21][CH:20]=2)=[N:10]1.C(OC(=O)C)C.[ClH:37]>C(O)C>[ClH:37].[F:1][C:2]1[CH:7]=[CH:6][CH:5]=[C:4]([F:8])[C:3]=1[N:9]1[C:17]2[CH:16]=[CH:15][NH:14][C:13](=[O:18])[C:12]=2[C:11]([C:19]2[CH:20]=[CH:21][C:22]([N:25]3[CH2:26][CH2:27][O:28][CH2:29][CH2:30]3)=[CH:23][CH:24]=2)=[N:10]1 |f:1.2,4.5|. Procedure details: To a solution of 1-(2,6-difluorophenyl)-3-(4-(morpholin-4-yl)phenyl)-1,5-dihydro-4H-pyrazolo[4,3-c]pyridin-4-one (500 mg) obtained in Example 179 in ethanol (4 mL) was added 4M hydrogen chloride ethyl acetate (0.612 mL), and the mixture was stirred at room temperature for 30 min. The reaction mixture was concentrated, and the residue was crystallized from DMSO and ethyl acetate to give the title compound (433 mg). The reactants are [N+](=O)([O-])C=1C=C(C2=C(CC(O2)C)C1)[N+](=O)[O-] (2,3-dihydro-5,7-dinitro-2-methylbenzofuran), N (ammonia), COCCO (Methyl Cellosolve). Run in O (water). Run at temperature 70 celsius. Product: NC1=C(C=C(C=C1[N+](=O)[O-])[N+](=O)[O-])CC(C)O (1-(2-amino-3,5-dinitrophenyl)-2-propanol). RXN SMILES: [N+:1]([C:4]1[CH:5]=[C:6]([N+:14]([O-:16])=[O:15])[C:7]2[O:11][CH:10]([CH3:12])[CH2:9][C:8]=2[CH:13]=1)([O-:3])=[O:2].[NH3:17].COCCO>O>[NH2:17][C:7]1[C:6]([N+:14]([O-:16])=[O:15])=[CH:5][C:4]([N+:1]([O-:3])=[O:2])=[CH:13][C:8]=1[CH2:9][CH:10]([OH:11])[CH3:12]. Procedure: 0.39 Mole (88 g) of 2,3-dihydro-5,7-dinitro-2-methylbenzofuran, prepared according to J.A.C.S. 80, p. 4711-4714 (1958), is suspended in 1.1 l of 20% strength ammonia solution and 600 ml of Methyl Cellosolve. After 18 hours' heating at 70° C., the reaction mixture is cooled. The precipitate formed is drained and, after being made into a paste in water until neutral and then dried under vacuum, is recrystallized from 170 ml of dioxane. After being dried under vacuum, 0.30 mole (72 g) of the expect... Reactants: BrC=1C=C(C=CC1)[N+](=O)[O-] (3-Bromo-nitrobenzene), C[Si](C)(C)C#C (trimethylsilyl-acetylene), cuprous iodide, C(#CC)C=1C=C(N)C=CC1 (3-(Propyn-1-yl)aniline), BrC=1C=C(C=CC1)[N+](=O)[O-] (3-bromo-nitrobenzene), C(C)NCC (diethylamine). Reagents/catalysts: C=1C=CC(=CC1)[P](C=2C=CC=CC2)(C=3C=CC=CC3)[Pd]([P](C=4C=CC=CC4)(C=5C=CC=CC5)C=6C=CC=CC6)([P](C=7C=CC=CC7)(C=8C=CC=CC8)C=9C=CC=CC9)[P](C=1C=CC=CC1)(C=1C=CC=CC1)C=1C=CC=CC1 (tetrakis(triphenylphosphine)palladium). Product: C[Si](C)(C)C#CC=1C=C(C=CC1)[N+](=O)[O-] (3-trimethylsilylethynyl nitrobenzene). As a reaction SMILES: C(C1C=C(C=CC=1)N)#CC.Br[C:12]1[CH:13]=[C:14]([N+:18]([O-:20])=[O:19])[CH:15]=[CH:16][CH:17]=1.[CH3:21][Si:22]([C:25]#[CH:26])([CH3:24])[CH3:23].C(NCC)C>C1C=CC([P]([Pd]([P](C2C=CC=CC=2)(C2C=CC=CC=2)C2C=CC=CC=2)([P](C2C=CC=CC=2)(C2C=CC=CC=2)C2C=CC=CC=2)[P](C2C=CC=CC=2)(C2C=CC=CC=2)C2C=CC=CC=2)(C2C=CC=CC=2)C2C=CC=CC=2)=CC=1>[CH3:21][Si:22]([C:25]#[C:26][C:12]1[CH:13]=[C:14]([N+:18]([O-:20])=[O:19])[CH:15]=[CH:16][CH:17]=1)([CH3:24])[CH3:23] |^1:35,37,56,75|. Procedure: 3-(Propyn-1-yl)aniline, used above, was prepared from 3-bromo-nitrobenzene in four steps. 3-Bromo-nitrobenzene (5.0 gm, 24.7 mmol), tetrakis(triphenylphosphine)palladium (1.0 gm), trimethylsilyl-acetylene (3.6 gm, 37 mmol) and cuprous iodide (20 mg) in 20 mL of nitrogen purged, dry diethylamine at reflux for 16 hours. The cooled reaction mixture was vacuum evaporated, diluted with 50 mL of methylene chloride and 50 mL of 1N hydrochloric acid and filtered. The organic layer was collected and drie... The reactants are ClC1=CC=C(C=C1)C1=CC(=C(S1)C(=O)OC)/N=C/N(C)C (Methyl 5-(4-chlorophenyl)-3-{[(1E)-(dimethylamino)methylene]amino}thiophene-2-carboxylate), CN1CCC(CC1)OC1=CC=CC(=N1)CN (1-{6-[(1-Methylpiperidin-4-yl)oxy]pyridin-2-yl}methanamine), C1(=CC=CC=C1)O (phenol). The solvent is C(C)OCC (diethyl ether). Conditions: temperature 130 celsius, time 8 hour. The product is ClC1=CC=C(C=C1)C1=CC=2N=CN(C(C2S1)=O)CC1=NC(=CC=C1)OC1CCN(CC1)C (6-(4-Chlorophenyl)-3-({6-[(1-methylpiperidin-4-yl)oxy]pyridin-2-yl}methyl)thieno[3,2-d]pyrimidin-4(3H)-one). Yield: 33.7%. Reaction SMILES: [Cl:1][C:2]1[CH:7]=[CH:6][C:5]([C:8]2[S:12][C:11]([C:13]([O:15]C)=O)=[C:10](/[N:17]=[CH:18]/[N:19]([CH3:21])C)[CH:9]=2)=[CH:4][CH:3]=1.[CH3:22][N:23]1[CH2:28][CH2:27][CH:26]([O:29][C:30]2[N:35]=[C:34](CN)[CH:33]=[CH:32][CH:31]=2)[CH2:25][CH2:24]1.C1(O)C=CC=CC=1>C(OCC)C>[Cl:1][C:2]1[CH:3]=[CH:4][C:5]([C:8]2[S:12][C:11]3[C:13](=[O:15])[N:19]([CH2:21][C:34]4[CH:33]=[CH:32][CH:31]=[C:30]([O:29][CH:26]5[CH2:27][CH2:28][N:23]([CH3:22])[CH2:24][CH2:25]5)[N:35]=4)[CH:18]=[N:17][C:10]=3[CH:9]=2)=[CH:6][CH:7]=1. Procedure: Methyl 5-(4-chlorophenyl)-3-{[(1E)-(dimethylamino)methylene]amino}thiophene-2-carboxylate (1.39 g, 4.29 mmol) and 1-{6-[(1-methylpiperidin-4-yl)oxy]pyridin-2-yl}methanamine (0.950 g, 4.29 mmol, from step b above) were mixed with 4 g of phenol and heated to 130° C. on an oil bath for 1 h. When the mixture had cooled down it was diluted with 150 mL of diethyl ether. The mixture became opaque and left overnight. Very little had precipitated but when evaporation of ether was commenced much precipita... Reactants: ClC1=C(C=C(C(=C1)N)OC)C1=CC(=CC=C1)F (2-chloro-3′-fluoro-5-methoxy-[1,1′-biphenyl]-4-amine), C(C1=CC=CC=C1)SC=1C=C(C(=NC1)Cl)/C=C/C(=O)OCC ((E)-ethyl 3-(5-(benzylthio)-2-chloropyridin-3-yl)acrylate), CC1(C2=C(C(=CC=C2)P(C3=CC=CC=C3)C4=CC=CC=C4)OC5=C(C=CC=C51)P(C6=CC=CC=C6)C7=CC=CC=C7)C (Xantphos), C([O-])([O-])=O.[Cs+].[Cs+] (cesium carbonate). Reagents/catalysts: C=1C=CC(=CC1)/C=C/C(=O)/C=C/C2=CC=CC=C2.C=1C=CC(=CC1)/C=C/C(=O)/C=C/C2=CC=CC=C2.C=1C=CC(=CC1)/C=C/C(=O)/C=C/C2=CC=CC=C2.[Pd].[Pd] (Pd2 dba3). The solvent is O1CCOCC1 (1,4-dioxane). Run at temperature 100 celsius. Yields the product C(C1=CC=CC=C1)SC=1C=C2C=CC(N(C2=NC1)C1=CC(=C(C=C1OC)C1=CC(=CC=C1)F)Cl)=O (6-(benzylthio)-1-(2-chloro-3′-fluoro-5-methoxy-[1,1′-biphenyl]-4-yl)-1,8-naphthyridin-2(1H)-one). Yield: 68.0%. As a reaction SMILES: [Cl:1][C:2]1[CH:7]=[C:6]([NH2:8])[C:5]([O:9][CH3:10])=[CH:4][C:3]=1[C:11]1[CH:16]=[CH:15][CH:14]=[C:13]([F:17])[CH:12]=1.[CH2:18]([S:25][C:26]1[CH:27]=[C:28](/[CH:33]=[CH:34]/[C:35](OCC)=[O:36])[C:29](Cl)=[N:30][CH:31]=1)[C:19]1[CH:24]=[CH:23][CH:22]=[CH:21][CH:20]=1.CC1(C)C2C(=C(P(C3C=CC=CC=3)C3C=CC=CC=3)C=CC=2)OC2C(P(C3C=CC=CC=3)C3C=CC=CC=3)=CC=CC1=2.C(=O)([O-])[O-].[Cs+].[Cs+]>C1C=CC(/C=C/C(/C=C/C2C=CC=CC=2)=O)=CC=1.C1C=CC(/C=C/C(/C=C/C2C=CC=CC=2)=O)=CC=1.C1C=CC(/C=C/C(/C=C/C2C=CC=CC=2)=O)=CC=1.[Pd].[Pd].O1CCOCC1>[CH2:18]([S:25][C:26]1[CH:27]=[C:28]2[C:29](=[N:30][CH:31]=1)[N:8]([C:6]1[C:5]([O:9][CH3:10])=[CH:4][C:3]([C:11]3[CH:16]=[CH:15][CH:14]=[C:13]([F:17])[CH:12]=3)=[C:2]([Cl:1])[CH:7]=1)[C:35](=[O:36])[CH:34]=[CH:33]2)[C:19]1[CH:20]=[CH:21][CH:22]=[CH:23][CH:24]=1 |f:3.4.5,6.7.8.9.10|. Reported procedure: A vial was charged with 2-chloro-3′-fluoro-5-methoxy-[1,1′-biphenyl]-4-amine (302 mg, 1.198 mmol), (E)-ethyl 3-(5-(benzylthio)-2-chloropyridin-3-yl)acrylate (400 mg, 1.198 mmol), Xantphos (69.3 mg, 0.120 mmol), Pd2 dba3 (54.9 mg, 0.060 mmol), cesium carbonate (781 mg, 2.396 mmol) and 1,4-dioxane (4793 pp. The mixture was purged with argon, the vial was sealed, and the reaction was heated at 100° C. for 5 h. Upon cooling to RT, 10 mL methanol was added, and the mixture was heated at 80° C. for 2 ... Reactants: BrC=1SC(=C(N1)C1=C(C=C(C=C1)Cl)Cl)C(=O)OCC (Ethyl 2-bromo-4-(2,4-dichlorophenyl)-1,3-thiazole-5-carboxylate), [OH-].[Na+] (sodium hydroxide). The solvent is C1CCOC1 (THF), O (water), O (water). Reaction conditions: time 16 hour. Product: BrC=1SC(=C(N1)C1=C(C=C(C=C1)Cl)Cl)C(=O)O (2-Bromo-4-(2,4-dichlorophenyl)-1,3-thiazole-5-carboxylic acid). RXN SMILES: [Br:1][C:2]1[S:3][C:4]([C:15]([O:17]CC)=[O:16])=[C:5]([C:7]2[CH:12]=[CH:11][C:10]([Cl:13])=[CH:9][C:8]=2[Cl:14])[N:6]=1.[OH-].[Na+]>C1COCC1.O>[Br:1][C:2]1[S:3][C:4]([C:15]([OH:17])=[O:16])=[C:5]([C:7]2[CH:12]=[CH:11][C:10]([Cl:13])=[CH:9][C:8]=2[Cl:14])[N:6]=1 |f:1.2|. Procedure details: To a solution of Ethyl 2-bromo-4-(2,4-dichlorophenyl)-1,3-thiazole-5-carboxylate (4.05 g, 10.6 mmol) in THF (50 mL) and water (20 mL) was added a solution of sodium hydroxide in water (1.0M, 31.9 mL, 31.9 mmol). The solution was stirred at room temperature for 16 hours. The reaction was quenched by the addition of aqueous HCl solution (1N, 38 mL), and then extracted five times with ethyl acetate. The organic extracts were washed with brine, dried over anhydrous sodium sulfate, filtered and conce...